describe an organic reaction: reactants, conditions, products, and yield From a dataset of the Open Reaction Database (ORD), a public repository of structured organic reaction records. The reactants are CCOC(=O)CNCc1ccccc1, ClCCl, O=C(O)CCc1nc2c(F)c(F)cc(F)c2s1. The product is CCOC(=O)CN(Cc1ccccc1)C(=O)CCc1nc2c(F)c(F)cc(F)c2s1. Reaction SMILES: [CH2:18]([CH3:19])[O:20][C:21]([CH2:22][NH:23][CH2:24][c:25]1[cH:26][cH:27][cH:28][cH:29][cH:30]1)=[O:31].[CH2:32]([Cl:33])[Cl:34].[F:1][c:2]1[c:3]([F:17])[cH:4][c:5]([F:16])[c:6]2[c:7]1[n:8][c:9]([CH2:11][CH2:12][C:13](=[O:14])[OH:15])[s:10]2>>[F:1][c:2]1[c:3]([F:17])[cH:4][c:5]([F:16])[c:6]2[c:7]1[n:8][c:9]([CH2:11][CH2:12][C:13](=[O:15])[N:23]([CH2:22][C:21]([O:20][CH2:18][CH3:19])=[O:31])[CH2:24][c:25]1[cH:26][cH:27][cH:28][cH:29][cH:30]1)[s:10]2. The reactants are CCCCCCCCc1cc2c(cc1C(C)=Cc1ccc(C(=O)OCC)cc1)C(C)(C)CCS2(=O)=O, CCO, Cl, [K+], [OH-], O. Product: CCCCCCCCc1cc2c(cc1C(C)=Cc1ccc(C(=O)O)cc1)C(C)(C)CCS2(=O)=O. As a reaction SMILES: [CH3:1][C:2]1([CH3:36])[CH2:3][CH2:4][S:5](=[O:34])(=[O:35])[c:6]2[c:7]1[cH:8][c:9]([C:20](=[CH:21][c:22]1[cH:23][cH:24][c:25]([C:26](=[O:27])[O:28][CH2:29][CH3:30])[cH:31][cH:32]1)[CH3:33])[c:10]([CH2:12][CH2:13][CH2:14][CH2:15][CH2:16][CH2:17][CH2:18][CH3:19])[cH:11]2.[CH3:40][CH2:41][OH:42].[ClH:39].[K+:38].[OH-:37].[OH2:43]>>[CH3:1][C:2]1([CH3:36])[CH2:3][CH2:4][S:5](=[O:34])(=[O:35])[c:6]2[c:7]1[cH:8][c:9]([C:20](=[CH:21][c:22]1[cH:23][cH:24][c:25]([C:26](=[O:27])[OH:28])[cH:31][cH:32]1)[CH3:33])[c:10]([CH2:12][CH2:13][CH2:14][CH2:15][CH2:16][CH2:17][CH2:18][CH3:19])[cH:11]2. Starting materials: O (H2O), [N+](=O)([O-])C=1C=C2CCC(NC2=CC1)=O (6-nitro-3,4-dihydroquinolin-2(1H)-one), COC1=CC=C(CCl)C=C1 (4-methoxybenzyl chloride), C([O-])([O-])=O.[K+].[K+] (potassium carbonate). Solvent: CN(C)C=O (DMF). Reaction conditions: time 8 hour. Product: COC1=CC=C(CN2C(CCC3=CC(=CC=C23)[N+](=O)[O-])=O)C=C1 (1-(4-methoxybenzyl)-6-nitro-3,4-dihydroquinolin-2(1H)-one). The yield is 74.5%. As a reaction SMILES: [N+:1]([C:4]1[CH:5]=[C:6]2[C:11](=[CH:12][CH:13]=1)[NH:10][C:9](=[O:14])[CH2:8][CH2:7]2)([O-:3])=[O:2].[CH3:15][O:16][C:17]1[CH:24]=[CH:23][C:20]([CH2:21]Cl)=[CH:19][CH:18]=1.C(=O)([O-])[O-].[K+].[K+].O>CN(C=O)C>[CH3:15][O:16][C:17]1[CH:24]=[CH:23][C:20]([CH2:21][N:10]2[C:11]3[C:6](=[CH:5][C:4]([N+:1]([O-:3])=[O:2])=[CH:13][CH:12]=3)[CH2:7][CH2:8][C:9]2=[O:14])=[CH:19][CH:18]=1 |f:2.3.4|. Procedure: A suspension of 6-nitro-3,4-dihydroquinolin-2(1H)-one (500 mg, 2.60 mmol), 4-methoxybenzyl chloride (388 μL, 2.86 mmol) and potassium carbonate (1.08 g, 7.80 mmol) in 10 mL DMF was stirred at room temperature overnight. After this time, the mixture was poured into 20 mL H2O then extracted with 2×50 mL CH2Cl2. The organic layer was separated, washed with brine and concentrated to give a yellow solid which was subjected to flash chromatography on silica gel using 1% MeOH/CH2Cl2 to give an off-whit... Reactants: C(C)C=1SC(=CC1CO)C1CCSCC1 ([2-ethyl-5-(tetrahydro-2H-thiopyran-4-yl)thiophen-3-yl]methanol). Reagents/catalysts: [O-2].[O-2].[Mn+4] (manganese dioxide), [O-2].[O-2].[Mn+4] (manganese dioxide). Run in O1CCCC1 (tetrahydrofuran). Run at time 8 hour. The product is C(C)C=1SC(=CC1C=O)C1CCSCC1 (2-ethyl-5-(tetrahydro-2H-thiopyran-4-yl)thiophene-3-carbaldehyde). Yield: 67.6%. Reaction SMILES: [CH2:1]([C:3]1[S:4][C:5]([CH:10]2[CH2:15][CH2:14][S:13][CH2:12][CH2:11]2)=[CH:6][C:7]=1[CH2:8][OH:9])[CH3:2]>O1CCCC1.[O-2].[O-2].[Mn+4]>[CH2:1]([C:3]1[S:4][C:5]([CH:10]2[CH2:15][CH2:14][S:13][CH2:12][CH2:11]2)=[CH:6][C:7]=1[CH:8]=[O:9])[CH3:2] |f:2.3.4|. Procedure details: To a solution of [2-ethyl-5-(tetrahydro-2H-thiopyran-4-yl)thiophen-3-yl]methanol (2.76 g) synthesized above in tetrahydrofuran (50 mL) was added activated manganese dioxide (15.0 g), and the mixture was stirred at room temperature overnight. Activated manganese dioxide (8.00 g) was added again, and the mixture was further stirred at room temperature for 5 hr. Manganese dioxide was filtered off, and the filtrate was concentrated under reduced pressure. The residue was purified by silica gel colum... The reactants are C1=Cc2ccccc2C1, CC(C)(C)[O-], CC(=O)O, Cc1ccccc1, C=Cc1ccccn1, [K+]. Product: C1=C(CCc2ccccn2)c2ccccc2C1. RXN SMILES: [CH2:9]1[CH:10]=[CH:11][c:12]2[cH:13][cH:14][cH:15][cH:16][c:17]21.[CH3:18][C:19]([CH3:20])([O-:21])[CH3:22].[CH3:24][C:25](=[O:26])[OH:27].[CH3:28][c:29]1[cH:30][cH:31][cH:32][cH:33][cH:34]1.[CH:1](=[CH2:2])[c:3]1[n:4][cH:5][cH:6][cH:7][cH:8]1.[K+:23]>>[CH2:1]([CH2:2][C:11]1=[CH:10][CH2:9][c:17]2[c:12]1[cH:13][cH:14][cH:15][cH:16]2)[c:3]1[n:4][cH:5][cH:6][cH:7][cH:8]1. The reactants are C(CCC)OC1=CC=C(C=O)C=C1 (4-butoxybenzaldehyde), C(C)(C)(C)NO (N-tert-butylhydroxylamine). Yields the product C(CCC)OC1=CC=C(C=C1)C=[N+]([O-])C(C)(C)C (α-(4-Butoxyphenyl)-N-tert-butylnitrone). RXN SMILES: [CH2:1]([O:5][C:6]1[CH:13]=[CH:12][C:9]([CH:10]=O)=[CH:8][CH:7]=1)[CH2:2][CH2:3][CH3:4].[C:14]([NH:18][OH:19])([CH3:17])([CH3:16])[CH3:15]>>[CH2:1]([O:5][C:6]1[CH:13]=[CH:12][C:9]([CH:10]=[N+:18]([C:14]([CH3:17])([CH3:16])[CH3:15])[O-:19])=[CH:8][CH:7]=1)[CH2:2][CH2:3][CH3:4]. Reported procedure: The title compound was prepared according to the procedure described in Example 11 using 4-butoxybenzaldehyde and N-tert-butylhydroxylamine. The title compound was isolated in 96% yield (7.18 g) as a solid, m.p. 68.5° C. Spectroscopic data were as follows: Starting materials: C(C1=CC=CC=C1)OC1=CC=C(C=C1)CO ((4-(benzyloxy)phenyl)methanol), [Br-].[Li+] (lithium bromide), P(Br)(Br)Br (PBr3). The solvent is CN(C=O)C (N,N-dimethylformamide). Run at temperature 0 celsius, time 2 hour. The product is C(C1=CC=CC=C1)OC1=CC=C(C=C1)CBr (1-(benzyloxy)-4-(bromomethyl)benzene). Reaction SMILES: [CH2:1]([O:8][C:9]1[CH:14]=[CH:13][C:12]([CH2:15]O)=[CH:11][CH:10]=1)[C:2]1[CH:7]=[CH:6][CH:5]=[CH:4][CH:3]=1.[Br-].[Li+].P(Br)(Br)[Br:20]>CN(C)C=O>[CH2:1]([O:8][C:9]1[CH:14]=[CH:13][C:12]([CH2:15][Br:20])=[CH:11][CH:10]=1)[C:2]1[CH:7]=[CH:6][CH:5]=[CH:4][CH:3]=1 |f:1.2|. Procedure: A mixture of (4-(benzyloxy)phenyl)methanol (2.14 g) and lithium bromide (1.0 g) in N,N-dimethylformamide (20 mL) was cooled to 0° C. To this solution was added PBr3 (1.0 mL). The solution was stirred at room temperature for 2 hours. The reaction mixture was partitioned between water and ethyl acetate. The aqueous layer was extracted with additional ethyl acetate, twice. The combined organic layers were washed with brine, dried over MgSO4, filtered, and concentrated. The residue was purified by f... Reactants: C(C)OP(OCC)(=O)CC1=CC(=CC=C1)CC#N (diethyl[[3-(cyanomethyl)phenyl]methyl]phosphonate). Reagents/catalysts: [Ni] (Raney nickel). Solvent: N (ammonia). Yields the product C(C)OP(OCC)(=O)CC1=CC(=CC=C1)CCN (Diethyl[[3-(2-aminoethyl)phenyl]methyl]phosphonate). RXN SMILES: [CH2:1]([O:3][P:4]([CH2:9][C:10]1[CH:15]=[CH:14][CH:13]=[C:12]([CH2:16][C:17]#[N:18])[CH:11]=1)(=[O:8])[O:5][CH2:6][CH3:7])[CH3:2]>N.[Ni]>[CH2:6]([O:5][P:4]([CH2:9][C:10]1[CH:15]=[CH:14][CH:13]=[C:12]([CH2:16][CH2:17][NH2:18])[CH:11]=1)(=[O:8])[O:3][CH2:1][CH3:2])[CH3:7]. Reported procedure: A solution of diethyl[[3-(cyanomethyl)phenyl]methyl]phosphonate in methanolic ammonia is reduced under a hydrogen atmosphere (50 psi) with Raney nickel as catalyst. The solvent is evaporated to give an oil (4.1 g).